This data is from the Open Reaction Database (ORD), a public repository of structured organic reaction records. The task is: describe an organic reaction: reactants, conditions, products, and yield The reactants are CN(/C=C/C(=O)C1=NN(C=CC1=O)C1=CC(=CC=C1)S(=O)(=O)C)C (3-((E)-3-dimethylamino-acryloyl)-1-(3-methansulfonyl-phenyl)-1H-pyridazin-4-one), N(N)C1=C(C#N)C(=CC(=N1)C)C (2-hydrazino-4,6-dimethyl-nicotinonitrile). Yields the product CS(=O)(=O)C=1C=C(C=CC1)N1N=C(C(C=C1)=O)C1=CC=NN1C1=C(C#N)C(=CC(=N1)C)C (2-{5-[1-(3-Methanesulfonyl-phenyl)-4-oxo-1,4-dihydro-pyridazin-3-yl]-pyrazol-1-yl}-4,6-dimethyl-nicotinonitrile). RXN SMILES: C[N:2](C)/[CH:3]=[CH:4]/[C:5]([C:7]1[C:12](=[O:13])[CH:11]=[CH:10][N:9]([C:14]2[CH:19]=[CH:18][CH:17]=[C:16]([S:20]([CH3:23])(=[O:22])=[O:21])[CH:15]=2)[N:8]=1)=O.[NH:25]([C:27]1[N:34]=[C:33]([CH3:35])[CH:32]=[C:31]([CH3:36])[C:28]=1[C:29]#[N:30])N>>[CH3:23][S:20]([C:16]1[CH:15]=[C:14]([N:9]2[CH:10]=[CH:11][C:12](=[O:13])[C:7]([C:5]3[N:25]([C:27]4[N:34]=[C:33]([CH3:35])[CH:32]=[C:31]([CH3:36])[C:28]=4[C:29]#[N:30])[N:2]=[CH:3][CH:4]=3)=[N:8]2)[CH:19]=[CH:18][CH:17]=1)(=[O:22])=[O:21]. Procedure: Reaction of 3-((E)-3-dimethylamino-acryloyl)-1-(3-methansulfonyl-phenyl)-1H-pyridazin-4-one (A-7) and 2-hydrazino-4,6-dimethyl-nicotinonitrile according to example 43 gave the desired product. MS: M=447.0 (M+H)+ The reactants are C([O-])([O-])=O.[K+].[K+] (potassium carbonate), C(CC)C=1NC(C(N1)=C(C1=CC=CC=C1)C1=CC=CC=C1)=O (2-propyl-4-(diphenylmethylene)-1H-imidazol-5(4H)-one), BrCC1=CC=C(C=C1)C1=C(C=CC=C1)C1N(N(N(N1C)C1=CC=CC=C1)C1=CC=CC=C1)C1=CC=CC=C1 (4'-bromomethyl-2-(triphenyl methyl tetrazol-5-yl)biphenyl). Run in CN(C=O)C (dimethyl formamide), C(Cl)Cl (CH2Cl2). Run at time 2 day. The product is C1(=CC=CC=C1)C(=C1C(N(C(=N1)CCC)CC1=CC=C(C=C1)C1=C(C=CC=C1)C1N(N(N(N1C)C1=CC=CC=C1)C1=CC=CC=C1)C1=CC=CC=C1)=O)C1=CC=CC=C1 (3,5-dihydro-5-(diphenylmethylene)-2-propyl-3-[(2'-(triphenyl methyl tetrazol-5-yl)(1,1'-biphenyl)-4-yl)methyl]-4H-imidazol-4-one). The yield is 43.2%. As a reaction SMILES: C(=O)([O-])[O-].[K+].[K+].[CH2:7]([C:10]1[NH:11][C:12](=[O:28])[C:13](=[C:15]([C:22]2[CH:27]=[CH:26][CH:25]=[CH:24][CH:23]=2)[C:16]2[CH:21]=[CH:20][CH:19]=[CH:18][CH:17]=2)[N:14]=1)[CH2:8][CH3:9].Br[CH2:30][C:31]1[CH:36]=[CH:35][C:34]([C:37]2[CH:42]=[CH:41][CH:40]=[CH:39][C:38]=2[CH:43]2[N:47]([CH3:48])[N:46]([C:49]3[CH:54]=[CH:53][CH:52]=[CH:51][CH:50]=3)[N:45]([C:55]3[CH:60]=[CH:59][CH:58]=[CH:57][CH:56]=3)[N:44]2[C:61]2[CH:66]=[CH:65][CH:64]=[CH:63][CH:62]=2)=[CH:33][CH:32]=1>CN(C)C=O.C(Cl)Cl>[C:22]1([C:15]([C:16]2[CH:21]=[CH:20][CH:19]=[CH:18][CH:17]=2)=[C:13]2[N:14]=[C:10]([CH2:7][CH2:8][CH3:9])[N:11]([CH2:30][C:31]3[CH:32]=[CH:33][C:34]([C:37]4[CH:42]=[CH:41][CH:40]=[CH:39][C:38]=4[CH:43]4[N:47]([CH3:48])[N:46]([C:49]5[CH:54]=[CH:53][CH:52]=[CH:51][CH:50]=5)[N:45]([C:55]5[CH:56]=[CH:57][CH:58]=[CH:59][CH:60]=5)[N:44]4[C:61]4[CH:66]=[CH:65][CH:64]=[CH:63][CH:62]=4)=[CH:35][CH:36]=3)[C:12]2=[O:28])[CH:23]=[CH:24][CH:25]=[CH:26][CH:27]=1 |f:0.1.2|. Procedure: A mixture of potassium carbonate (83 mg, 2 eq.), 2-propyl-4-(diphenylmethylene)-1H-imidazol-5(4H)-one (90 mg, 0.3 mmol), and 4'-bromomethyl-2-(triphenyl methyl tetrazol-5-yl)biphenyl (0.21 g, 1.2 eq.) in dimethyl formamide (10 mL) was allowed to stir at room temperature for 2 days. The solvent was in vacuo, the residue was dissolved in CH2Cl2 and washed with water and brine. The organic layer was dried over MgSO4 and concentrated. The crude mixture was chromatographed over silica gel eluting wit... Reactants: CO.O (MeOH H2O), P(=O)([O-])([O-])[O-] (phosphate), CC[C@H]1[C@H]([C@@H](C/C(=C/C=C/[C@@H]([C@H](OC(=O)/C(=C/C(=C/[C@H]([C@H]1O)C)/C)/OC)[C@@H](C)[C@H]([C@H](C)[C@]2(C[C@H]([C@@H]([C@H](O2)/C=C/C)C)O[C@H]3C[C@H]([C@@H]([C@H](O3)C)OC(=O)N)O)OC)O)OC)/C)C)O (21-O-methylconcanamycin A), [BH3-]C#N.[Na+] (NaBH3CN), 8-silica gel. The solvent is CCO (EtOH). Reaction conditions: time 4 hour. Product: CC[C@H]1[C@H]([C@@H](C/C(=C/C=C/[C@@H]([C@H](OC(=O)/C(=C/C(=C/[C@H]([C@H]1O)C)/C)/OC)[C@@H](C)[C@H]([C@H](C)[C@H]2C[C@H]([C@@H]([C@H](O2)/C=C/C)C)O[C@H]3C[C@H]([C@@H]([C@H](O3)C)OC(=O)N)O)O)OC)/C)C)O (21-Deoxyconcanamycin A). As a reaction SMILES: [CH3:1][CH2:2][C@@H:3]1[C@H:21]([OH:22])[C@H:20]([CH3:23])[CH:19]=[C:18]([CH3:24])[CH:17]=[C:16]([O:25][CH3:26])[C:14](=[O:15])[O:13][C@H:12]([C@H:27]([C@@H:29]([OH:57])[C@@H:30]([C@:32]2(OC)[O:37][C@H:36](/[CH:38]=[CH:39]/[CH3:40])[C@@H:35]([CH3:41])[C@H:34]([O:42][C@@H:43]3[O:48][C@H:47]([CH3:49])[C@@H:46]([O:50][C:51]([NH2:53])=[O:52])[C@H:45]([OH:54])[CH2:44]3)[CH2:33]2)[CH3:31])[CH3:28])[C@@H:11]([O:58][CH3:59])[CH:10]=[CH:9][CH:8]=[C:7]([CH3:60])[CH2:6][C@@H:5]([CH3:61])[C@@H:4]1[OH:62].[BH3-]C#N.[Na+].CO.O.P([O-])([O-])([O-])=O>CCO>[CH3:1][CH2:2][C@@H:3]1[C@H:21]([OH:22])[C@H:20]([CH3:23])[CH:19]=[C:18]([CH3:24])[CH:17]=[C:16]([O:25][CH3:26])[C:14](=[O:15])[O:13][C@H:12]([C@H:27]([C@@H:29]([OH:57])[C@@H:30]([C@@H:32]2[O:37][C@H:36](/[CH:38]=[CH:39]/[CH3:40])[C@@H:35]([CH3:41])[C@H:34]([O:42][C@@H:43]3[O:48][C@H:47]([CH3:49])[C@@H:46]([O:50][C:51]([NH2:53])=[O:52])[C@H:45]([OH:54])[CH2:44]3)[CH2:33]2)[CH3:31])[CH3:28])[C@@H:11]([O:58][CH3:59])[CH:10]=[CH:9][CH:8]=[C:7]([CH3:60])[CH2:6][C@@H:5]([CH3:61])[C@@H:4]1[OH:62] |f:1.2,3.4|. Reported procedure: 5 ml of 0.5N HCI are added to a solution of 500 mg (0.57 mmol) of 21-O-methylconcanamycin A and 258 mg of NaBH3CN (4.11 mmol, 7 equiv.) in 65 ml of EtOH and the reaction mixture is then stirred at room temperature for 4 hours. The TLC monitoring is effected using RP 8-silica gel plates (Merck) (eluant: MeOH/H2O 9:2). For working-up, 60 ml of phosphate buffer (pH=7) are added, EtOH is removed in vacuo and the aqueous residue is extracted with CHCl3. Purification is carried out by MPLC chromatogra... Reactants: CCC(=O)C1=C(O)CC(c2c(C)c(C(C)=O)c(C)c([N+](=O)[O-])c2C)CC1=O, C[O-], CO, [H][H], [Na+]. The product is CCC(=O)C1=C(O)CC(c2c(C)c(N)c(C)c(C(C)=O)c2C)CC1=O. RXN SMILES: [C:1]([CH2:2][CH3:3])(=[O:4])[C:5]1=[C:10]([OH:11])[CH2:9][CH:8]([c:12]2[c:13]([CH3:26])[c:14]([C:23]([CH3:24])=[O:25])[c:15]([CH3:22])[c:16]([N+:19]([O-:20])=[O:21])[c:17]2[CH3:18])[CH2:7][C:6]1=[O:27].[CH3:28][O-:29].[CH3:33][OH:34].[H:31][H:32].[Na+:30]>>[C:1]([CH2:2][CH3:3])(=[O:4])[C:5]1=[C:10]([OH:11])[CH2:9][CH:8]([c:12]2[c:13]([CH3:26])[c:14]([C:23]([CH3:24])=[O:25])[c:15]([CH3:22])[c:16]([NH2:19])[c:17]2[CH3:18])[CH2:7][C:6]1=[O:27]. Reactants: CC(C)=O, CC(=O)O, ClCCl, CC(C)(C)c1cc(C(=O)NCC(=O)NC2CCC(N)CC2C(=O)O)ccc1O, O. Yields the product CC(C)N(C)C1CCC(NC(=O)CNC(=O)c2ccc(O)c(C(C)(C)C)c2)C(C(=O)O)C1. RXN SMILES: [CH3:32][C:33]([CH3:34])=[O:35].[CH3:36][C:37](=[O:38])[OH:39].[Cl:29][CH2:30][Cl:31].[NH2:1][CH:2]1[CH2:3][CH2:4][CH:5]([NH:11][C:12]([CH2:13][NH:14][C:15]([c:16]2[cH:17][c:18]([C:23]([CH3:24])([CH3:25])[CH3:26])[c:19]([OH:22])[cH:20][cH:21]2)=[O:27])=[O:28])[CH:6]([C:8](=[O:9])[OH:10])[CH2:7]1.[OH2:40]>>[N:1]([CH:2]1[CH2:3][CH2:4][CH:5]([NH:11][C:12]([CH2:13][NH:14][C:15]([c:16]2[cH:17][c:18]([C:23]([CH3:24])([CH3:25])[CH3:26])[c:19]([OH:22])[cH:20][cH:21]2)=[O:27])=[O:28])[CH:6]([C:8](=[O:9])[OH:10])[CH2:7]1)([CH:33]([CH3:32])[CH3:34])[CH3:36]. Starting materials: CC1CN(C(=O)COc2ccc(Cl)cc2COCC(=O)OC(C)(C)C)C(C)CN1Cc1ccc(F)cc1, ClCCl, Cl, O=C(O)C(F)(F)F. Product: Cl, CC1CN(C(=O)COc2ccc(Cl)cc2COCC(=O)O)C(C)CN1Cc1ccc(F)cc1. Reaction SMILES: [C:1]([CH3:2])([CH3:3])([CH3:4])[O:5][C:6]([CH2:7][O:8][CH2:9][c:10]1[c:11]([O:17][CH2:18][C:19](=[O:20])[N:21]2[CH:22]([CH3:36])[CH2:23][N:24]([CH2:28][c:29]3[cH:30][cH:31][c:32]([F:35])[cH:33][cH:34]3)[CH:25]([CH3:27])[CH2:26]2)[cH:12][cH:13][c:14]([Cl:16])[cH:15]1)=[O:37].[Cl:46][CH2:47][Cl:48].[ClH:45].[OH:38][C:39]([C:40]([F:41])([F:42])[F:43])=[O:44]>>[ClH:45].[O:5]=[C:6]([CH2:7][O:8][CH2:9][c:10]1[c:11]([O:17][CH2:18][C:19](=[O:20])[N:21]2[CH:22]([CH3:36])[CH2:23][N:24]([CH2:28][c:29]3[cH:30][cH:31][c:32]([F:35])[cH:33][cH:34]3)[CH:25]([CH3:27])[CH2:26]2)[cH:12][cH:13][c:14]([Cl:16])[cH:15]1)[OH:37]. Run at time 13 hour. RXN SMILES: C([NH:4][CH:5]1[CH2:13][C:12]2[C:7](=[CH:8][CH:9]=[C:10]([O:14][CH2:15][C:16]([O:18][CH3:19])=[O:17])[CH:11]=2)[CH2:6]1)(=O)C.[ClH:20]>>[ClH:20].[NH2:4][CH:5]1[CH2:13][C:12]2[C:7](=[CH:8][CH:9]=[C:10]([O:14][CH2:15][C:16]([O:18][CH3:19])=[O:17])[CH:11]=2)[CH2:6]1 |f:2.3|. Procedure details: To 0.735 g of methyl (2-acetylaminoindan-5-yl)oxyacetate are added 6 ml of aqueous 10% hydrochloric acid solution, and the mixture is refluxed under stirring for 13 hours. The reaction mixture is evaporated to remove solvent and 10 ml of methanol are added to the residue. The mixture is refluxed for 1.5 hours and evaporated to remove methanol. The residue is recrystallized from methanol-diethyl ether to give 0.655 g of methyl (2-aminoindan-5-yl)oxyacetate hydrochloride as yellow prisms. Yield: 9... Yield: 91.0%. The reactants are C(C)(=O)NC1CC2=CC=C(C=C2C1)OCC(=O)OC (methyl (2-acetylaminoindan-5-yl)oxyacetate), Cl (hydrochloric acid). Yields the product Cl.NC1CC2=CC=C(C=C2C1)OCC(=O)OC (methyl (2-aminoindan-5-yl)oxyacetate hydrochloride).